describe an organic reaction: reactants, conditions, products, and yield From a dataset of the Open Reaction Database (ORD), a public repository of structured organic reaction records. Reactants: N1C(=NC=C1)CN1C2=C(OCC1=O)N=C(C(=C2)C2=CC=CC=C2)C2=CC=C(C=C2)C2(CCC2)N (1-((1H-imidazol-2-yl)methyl)-6-(4-(1-aminocyclobutyl)phenyl)-7-phenyl-1H-pyrido[2,3-b][1,4]oxazin-2(3H)-one), C(C)(C)(C)OC(NC1(CCC1)C1=CC=C(C=C1)C=1C(=CC2=C(OCCN2S(=O)(=O)C)N1)C1=CC=CC=C1)=O (tert-butyl(1-(4-(1-(methylsulfonyl)-7-phenyl-2,3-dihydro-1H-pyrido[2,3-b][1,4]oxazin-6-yl)phenyl)cyclobutyl)carbamate). The product is CS(=O)(=O)N1C2=C(OCC1)N=C(C(=C2)C2=CC=CC=C2)C2=CC=C(C=C2)C2(CCC2)N (1-(4-(1-(methylsulfonyl)-7-phenyl-2,3-dihydro-1H-pyrido[2,3-b][1,4]oxazin-6-yl)phenyl)cyclobutanamine). Yield: 126.3%. As a reaction SMILES: N1C=CN=C1CN1C(=O)COC2N=C(C3C=CC(C4(N)CCC4)=CC=3)C(C3C=CC=CC=3)=CC1=2.C(OC(=O)[NH:41][C:42]1([C:46]2[CH:51]=[CH:50][C:49]([C:52]3[C:53]([C:66]4[CH:71]=[CH:70][CH:69]=[CH:68][CH:67]=4)=[CH:54][C:55]4[N:60]([S:61]([CH3:64])(=[O:63])=[O:62])[CH2:59][CH2:58][O:57][C:56]=4[N:65]=3)=[CH:48][CH:47]=2)[CH2:45][CH2:44][CH2:43]1)(C)(C)C>>[CH3:64][S:61]([N:60]1[CH2:59][CH2:58][O:57][C:56]2[N:65]=[C:52]([C:49]3[CH:48]=[CH:47][C:46]([C:42]4([NH2:41])[CH2:45][CH2:44][CH2:43]4)=[CH:51][CH:50]=3)[C:53]([C:66]3[CH:67]=[CH:68][CH:69]=[CH:70][CH:71]=3)=[CH:54][C:55]1=2)(=[O:63])=[O:62]. Procedure: Following the procedure for 1-((1H-imidazol-2-yl)methyl)-6-(4-(1-aminocyclobutyl)phenyl)-7-phenyl-1H-pyrido[2,3-b][1,4]oxazin-2(3H)-one, tert-butyl(1-(4-(1-(methylsulfonyl)-7-phenyl-2,3-dihydro-1H-pyrido[2,3-b][1,4]oxazin-6-yl)phenyl)cyclobutyl)carbamate (45 mg, 0.08 mmol) was reacted to afford the title compound (44 mg, 95%). LCMS (Method A): RT=2.34 min, M+1=437. 1H NMR (500 MHz, MeOD): 8.15 (1H, s), 7.43-7.38 (4H,m), 7.30-7.28 (3H, m), 7.21-7.19 (2H, m), 4.57 (2H, t), 4.01 (2H, t), 3.19 (3H, ... The reactants are O=C([O-])[O-], CN(C)C=O, ClCc1ccc(OCc2csc(-c3ccccc3)n2)cc1, [K+], [K+], O, CCOC(=O)c1c[nH]nc1-c1cccs1. Product: CCOC(=O)c1cn(Cc2ccc(OCc3csc(-c4ccccc4)n3)cc2)nc1-c1cccs1. Reaction SMILES: [C:37](=[O:38])([O-:39])[O-:40].[CH3:43][N:44]([CH3:45])[CH:46]=[O:47].[Cl:16][CH2:17][c:18]1[cH:19][cH:20][c:21]([O:22][CH2:23][c:24]2[n:25][c:26](-[c:29]3[cH:30][cH:31][cH:32][cH:33][cH:34]3)[s:27][cH:28]2)[cH:35][cH:36]1.[K+:41].[K+:42].[OH2:48].[s:1]1[c:2](-[c:6]2[n:7][nH:8][cH:9][c:10]2[C:11](=[O:12])[O:13][CH2:14][CH3:15])[cH:3][cH:4][cH:5]1>>[s:1]1[c:2](-[c:6]2[n:7][n:8]([CH2:17][c:18]3[cH:19][cH:20][c:21]([O:22][CH2:23][c:24]4[n:25][c:26](-[c:29]5[cH:30][cH:31][cH:32][cH:33][cH:34]5)[s:27][cH:28]4)[cH:35][cH:36]3)[cH:9][c:10]2[C:11](=[O:12])[O:13][CH2:14][CH3:15])[cH:3][cH:4][cH:5]1. Reactants: COC=1C=C(C=C(C1OC)OC)C1=CC(=NC=N1)C=O (6-(3,4,5-Trimethoxyphenyl)pyrimidine-4-carboaldehyde), [BH4-].[Na+] (sodium borohydride). Run in CO (methanol). Run at time 2 hour. Yields the product OCC1=NC=NC(=C1)C1=CC(=C(C(=C1)OC)OC)OC (4-Hydroxymethyl-6-(3,4,5-trimethoxyphenyl)-pyrimidine). As a reaction SMILES: [CH3:1][O:2][C:3]1[CH:4]=[C:5]([C:13]2[N:18]=[CH:17][N:16]=[C:15]([CH:19]=[O:20])[CH:14]=2)[CH:6]=[C:7]([O:11][CH3:12])[C:8]=1[O:9][CH3:10].[BH4-].[Na+]>CO>[OH:20][CH2:19][C:15]1[CH:14]=[C:13]([C:5]2[CH:4]=[C:3]([O:2][CH3:1])[C:8]([O:9][CH3:10])=[C:7]([O:11][CH3:12])[CH:6]=2)[N:18]=[CH:17][N:16]=1 |f:1.2|. Procedure: 6-(3,4,5-Trimethoxyphenyl)pyrimidine-4-carboaldehyde (364 mg) was dissolved in methanol (50 mL), and to the solution sodium borohydride (25 mg) was added under ice cooling, and the mixture was stirred at room temperature for 2 hours. The reaction mixture was concentrated under reduced pressure, and the residue was purified by column chromatography on silica gel (chloroform:methanol=50:1) to obtain the title compound. Starting materials: COC=1C=CC=2C(=CC=C3C=NN(C23)CC(C)N)C1 (2-(7-Methoxy-benzo[g]indazol-1-yl)-1-methylethylamine), [B-]([S+](C)C)(Br)(Br)Br (boron tribromide-methylsulfide complex), C(=O)(O)[O-].[Na+] (NaHCO3). Run in ClCCCl (1,2-dichloroethane). The product is NC(CN1N=CC2=CC=C3C(=C12)C=CC(=C3)O)C (1-(2-Aminopropyl)-1H-benzo[g]indazol-7-ol). Yield: 33.2%. As a reaction SMILES: C[O:2][C:3]1[CH:4]=[CH:5][C:6]2[C:7]([CH:19]=1)=[CH:8][CH:9]=[C:10]1[C:14]=2[N:13]([CH2:15][CH:16]([NH2:18])[CH3:17])[N:12]=[CH:11]1.[B-](Br)(Br)(Br)[S+](C)C.C([O-])(O)=O.[Na+]>ClCCCl>[NH2:18][CH:16]([CH3:17])[CH2:15][N:13]1[C:14]2[C:10](=[CH:9][CH:8]=[C:7]3[CH:19]=[C:3]([OH:2])[CH:4]=[CH:5][C:6]3=2)[CH:11]=[N:12]1 |f:2.3|. Reported procedure: To a solution of the product from Step D (26 mg, 0.1 mmol) in 1,2-dichloroethane (16 mL) was added boron tribromide-methylsulfide complex (1.0 M, 1.0 mL, 1.0 mmol) and the solution stirred at reflux for 72 h. The solution was poured into aqueous NaHCO3, and extracted with ethyl acetate (2×20 mL). The combined extracts were dried (MgSO4) concentrated to a residue, which was purified by chromatography (silica, gradient, 10 to 25% methanol in dichloromethane) to furnish a solid (8 mg, 32%): 1H NMR ... Reactants: C(C)(C)(C)C=1N=C(C2=C(N1)N(N=N2)CC)N2CC(CC2)(F)F (5-tert-Butyl-7-(3,3-difluoro-pyrrolidin-1-yl)-3-ethyl-3H-[1,2,3]triazolo[4,5-d]pyrimidine), C(C)(C)(C)C=1N=C(C2=C(N1)NN=N2)N2CC(CC2)(F)F (5-tert-butyl-7-(3,3-difluoropyrrolidin-1-yl)-3H-[1,2,3]triazolo[4,5-d]pyrimidine), Cl.ClCC1=CN=NN1C (5-(chloromethyl)-1-methyl-1H-1,2,3-triazole hydrochloride). Product: C(C)(C)(C)C=1N=C(C2=C(N1)N(N=N2)CC=2N(N=NC2)C)N2CC(CC2)(F)F (5-tert-Butyl-7-(3,3-difluoro-pyrrolidin-1-yl)-3-(3-methyl-3H-[1,2,3]triazol-4-ylmethyl)-3H-[1,2,3]triazolo[4,5-d]pyrimidine). Reaction SMILES: [C:1]([C:5]1[N:6]=[C:7]([N:16]2[CH2:20][CH2:19][C:18]([F:22])([F:21])[CH2:17]2)[C:8]2[N:13]=[N:12][N:11]([CH2:14][CH3:15])[C:9]=2[N:10]=1)([CH3:4])([CH3:3])[CH3:2].C(C1N=C(N2CCC(F)(F)C2)[C:30]2[N:35]=[N:34][NH:33][C:31]=2N=1)(C)(C)C.Cl.ClCC1N(C)N=NC=1>>[C:1]([C:5]1[N:6]=[C:7]([N:16]2[CH2:20][CH2:19][C:18]([F:21])([F:22])[CH2:17]2)[C:8]2[N:13]=[N:12][N:11]([CH2:14][C:15]3[N:35]([CH3:30])[N:34]=[N:33][CH:31]=3)[C:9]=2[N:10]=1)([CH3:2])([CH3:3])[CH3:4] |f:2.3|. Procedure: In analogy to the procedure described for the synthesis of 5-tert-butyl-7-(3,3-difluoropyrrolidin-1-yl)-3-ethyl-3H-[1,2,3]triazolo[4,5-d]pyrimidine (example 61), the title compound was prepared from 5-tert-butyl-7-(3,3-difluoropyrrolidin-1-yl)-3H-[1,2,3]triazolo[4,5-d]pyrimidine and 5-(chloromethyl)-1-methyl-1H-1,2,3-triazole hydrochloride and isolated as light-yellow gum. MS (m/e): 378.3 (MH+). RXN SMILES: [Br-:1].[C:47](=[O:48])([O-:49])[O-:50].[CH2:31]([c:32]1[cH:33][cH:34][cH:35][cH:36][cH:37]1)[O:38][c:39]1[c:40]([CH:41]=[O:42])[cH:43][cH:44][cH:45][cH:46]1.[CH3:58][OH:59].[K+:51].[K+:52].[Na+:53].[OH:54][C:55](=[O:56])[O-:57].[nH:2]1[n:3][c:4]([CH2:11][P+:12]([c:13]2[cH:14][cH:15][cH:16][cH:17][cH:18]2)([c:19]2[cH:20][cH:21][cH:22][cH:23][cH:24]2)[c:25]2[cH:26][cH:27][cH:28][cH:29][cH:30]2)[c:5]2[cH:6][cH:7][cH:8][cH:9][c:10]12>>[nH:2]1[n:3][c:4]([CH:11]=[CH:41][c:40]2[c:39]([O:38][CH2:31][c:32]3[cH:33][cH:34][cH:35][cH:36][cH:37]3)[cH:46][cH:45][cH:44][cH:43]2)[c:5]2[cH:6][cH:7][cH:8][cH:9][c:10]12. Reactants: [Br-], O=C([O-])[O-], O=Cc1ccccc1OCc1ccccc1, CO, [K+], [K+], [Na+], O=C([O-])O, c1ccc([P+](Cc2n[nH]c3ccccc23)(c2ccccc2)c2ccccc2)cc1. Product: C(=Cc1n[nH]c2ccccc12)c1ccccc1OCc1ccccc1. The reactants are COc1ccc(CN2CCc3cc(Br)ccc3C2=O)cc1, CC(C)(C)OC(=O)C[Zn+], C1CCOC1, [Cl-]. Product: COc1ccc(CN2CCc3cc(CC(=O)OC(C)(C)C)ccc3C2=O)cc1. Reaction SMILES: [Br:1][c:2]1[cH:3][c:4]2[c:9]([cH:10][cH:11]1)[C:8](=[O:12])[N:7]([CH2:13][c:14]1[cH:15][cH:16][c:17]([O:20][CH3:21])[cH:18][cH:19]1)[CH2:6][CH2:5]2.[C:23]([CH3:24])([CH3:25])([CH3:26])[O:27][C:28]([CH2:29][Zn+:30])=[O:31].[CH2:32]1[O:33][CH2:34][CH2:35][CH2:36]1.[Cl-:22]>>[c:2]1([CH2:29][C:28]([O:27][C:23]([CH3:24])([CH3:25])[CH3:26])=[O:31])[cH:3][c:4]2[c:9]([cH:10][cH:11]1)[C:8](=[O:12])[N:7]([CH2:13][c:14]1[cH:15][cH:16][c:17]([O:20][CH3:21])[cH:18][cH:19]1)[CH2:6][CH2:5]2. Starting materials: [H-].[Al+3].[Li+].[H-].[H-].[H-] (lithium aluminum hydride), N (ammonia), C(C(O)C(O)C(=O)O)(=O)O (tartaric acid), C(C)N(C(=O)N[C@@H]1CN([C@@H]2CC3=C(N(C4=CC=CC([C@H]2C1)=C34)C)C=O)C)CC (1,1-diethyl-3(1,6-dimethyl-2-formyl-8α-ergolinyl)urea), Cl (hydrochloric acid). The solvent is O1CCCC1 (tetrahydrofuran), O1CCCC1 (tetrahydrofuran), C(C)(=O)OCC (ethyl acetate). Yields the product C(C)N(C(=O)N[C@@H]1CN([C@@H]2CC3=C(N(C4=CC=CC([C@H]2C1)=C34)C)CO)C)CC (1,1-diethyl-3-(1,6-dimethyl-2-hydroxymethyl-8α-ergolinyl)urea). Yield: 46.8%. Reaction SMILES: [H-].[Al+3].[Li+].[H-].[H-].[H-].[CH2:7]([N:9]([CH2:33][CH3:34])[C:10]([NH:12][C@H:13]1[CH2:27][C@H:26]2[C@@H:16]([CH2:17][C:18]3[C:28]4[C:21](=[CH:22][CH:23]=[CH:24][C:25]2=4)[N:20]([CH3:29])[C:19]=3[CH:30]=[O:31])[N:15]([CH3:32])[CH2:14]1)=[O:11])[CH3:8].Cl.C(O)(=O)C(C(C(O)=O)O)O.N>C(OCC)(=O)C.O1CCCC1>[CH2:33]([N:9]([CH2:7][CH3:8])[C:10]([NH:12][C@H:13]1[CH2:27][C@H:26]2[C@@H:16]([CH2:17][C:18]3[C:28]4[C:21](=[CH:22][CH:23]=[CH:24][C:25]2=4)[N:20]([CH3:29])[C:19]=3[CH2:30][OH:31])[N:15]([CH3:32])[CH2:14]1)=[O:11])[CH3:34] |f:0.1.2.3.4.5|. Reported procedure: Under argon, 320 mg (8 mmol) of lithium aluminum hydride is suspended in 20 ml of absolute, freshly distilled tetrahydrofuran. At room temperature, a solution of 1.53 g (4 mmol) of 1,1-diethyl-3(1,6-dimethyl-2-formyl-8α-ergolinyl)urea in 40 ml of freshly distilled, absolute tetrahydrofuran is added dropwise. Subsequently the mixture is stirred for 1 1/4 hours at room temperature. The batch is then cooled in an ice bath and combined with 20 ml of 1N hydrochloric acid. To this is added 20 ml of 2N... Starting materials: ice water, Cl (hydrochloric acid), C(=O)=O (carbon dioxide), potassium tert.-butylate, C(C)(=O)C1=CC(=C(C=C1)C1=CC=CC=C1)Cl (4-acetyl-2-chloro-biphenyl), C(C)O/C(=C/C(=O)OCC)/C (ethyl (E)-3-ethoxy-crotonate). The solvent is CN(C=O)C (dimethylformamide). Run at time 1 hour. Product: ClC1=C(C=CC(=C1)/C(=C/C(C)=O)/C)C1=CC=CC=C1 ((E)-4-(2-Chloro-4-biphenylyl)-3-pentene-2-one). As a reaction SMILES: [C:1]([C:4]1[CH:9]=[CH:8][C:7]([C:10]2[CH:15]=[CH:14][CH:13]=[CH:12][CH:11]=2)=[C:6]([Cl:16])[CH:5]=1)(=O)[CH3:2].[CH2:17]([O:19]/C(/C)=C/C(OCC)=O)[CH3:18].Cl.[C:29](=O)=O>CN(C)C=O>[Cl:16][C:6]1[CH:5]=[C:4](/[C:1](/[CH3:29])=[CH:2]/[C:17](=[O:19])[CH3:18])[CH:9]=[CH:8][C:7]=1[C:10]1[CH:15]=[CH:14][CH:13]=[CH:12][CH:11]=1. Reported procedure: 208.0 Gm (1.85 mols) of potassium tert.-butylate were added all at once to a solution of 284.0 gm (1.23 mols) of 4-acetyl-2-chloro-biphenyl and 292.0 gm (1.85 mols) of ethyl (E)-3-ethoxy-crotonate in 1.8 liters of anhydrous dimethylformamide. The temperature rose at once from +20°C to +38°C, and the mixture turned red. The mixture was stirred for 1 hour at 32° to 35°C, then 200 ml of concentrated hydrochloric acid were added dropwise to the warm batch, and the resulting mixture was heated at a t... The reactants are C(CCCCCCCCCCC)(=O)OC[C@@H](OC(CCCCCCCCCCC)=O)COP(=O)(O)OCCN (1,2-dilauroyl-sn-glycero-3-phosphoethanolamine), CP(C)CCP(C)C (DMPE), C(CCCCCCCCCCCCC)(=O)OC[C@@H](OC(CCCCCCCCCCCCC)=O)COP(=O)(O)OCCN (1,2-dimyristoyl-sn-glycero-3-phosphoethanolamine), CP(C)CCP(C)C (DMPE), C(CCCCCCCCCCCCCCC)(=O)OC[C@@H](OC(CCCCCCCCCCCCCCC)=O)COP(=O)(O)OCCN (1,2-dihexadecanoyl-sn-glycero-3-phosphoethanolamine), CCN(CC)CCOC=1C=CC(=CC1)CC=2C=CC=CC2.Cl (DPPE), C(CCCCCCCCCCCCCCCCC)(=O)OC[C@@H](OC(CCCCCCCCCCCCCCCCC)=O)COP(=O)(O)OCCN (1,2-dioctadecanoyl-sn-glycero-3-phosphoethanolamine), CCCCCCCCCCCCCCCCCC(=O)OCC(COP(=O)(O)OCCN)OC(=O)CCCCCCCCCCCCCCCCC (DSPE). Run in CN(C)C=O (DMF), C(Cl)(Cl)Cl (CHCl3). Reaction conditions: time 8 hour. Yields the product C=1C=CC(=C(C1)C2=C3C=CC(=O)C=C3OC4=C2C=CC(=C4)O)C(=O)O (Fluorescein). RXN SMILES: [C:1]([O:14][CH2:15][C@H:16]([CH2:31][O:32]P(OCCN)(O)=O)OC(=O)CCCCCCCCCCC)(=O)[CH2:2][CH2:3][CH2:4][CH2:5][CH2:6][CH2:7][CH2:8][CH2:9][CH2:10][CH2:11][CH3:12].CP(CCP(C)C)C.[C:48]([O:63]C[C@H](COP(OCCN)(O)=O)OC(=O)CCCCCCCCCCCCC)(=[O:62])[CH2:49]CCCCCCCCCCCC.[C:91](OC[C@H](COP(OCCN)(O)=O)OC(=O)CCCCCCCCCCCCCCC)(=O)[CH2:92][CH2:93]CCCCCCCCCCCCC.CCN(CC[O:145]C1C=CC(CC2C=CC=CC=2)=CC=1)CC.Cl.C(OC[C@H](COP(OCCN)(O)=O)OC(=O)CCCCCCCCCCCCCCCCC)(=O)CCCCCCCCCCCCCCCCC.CCCCCCCCCCCCCCCCCC(OCC(OC(CCCCCCCCCCCCCCCCC)=O)COP(OCCN)(O)=O)=O>C(Cl)(Cl)Cl.CN(C=O)C>[CH:10]1[CH:11]=[CH:12][C:49]([C:48]([OH:63])=[O:62])=[C:8]([C:7]2[C:6]3[CH:5]=[CH:4][C:3]([OH:145])=[CH:2][C:1]=3[O:14][C:15]3[C:93]=2[CH:92]=[CH:91][C:31]([CH:16]=3)=[O:32])[CH:9]=1 |f:4.5|. Procedure: PE lipids (1,2-dilauroyl-sn-glycero-3-phosphoethanolamine, DMPE; 1,2-dimyristoyl-sn-glycero-3-phosphoethanolamine, DMPE; 1,2-dihexadecanoyl-sn-glycero-3-phosphoethanolamine, DPPE; 1,2-dioctadecanoyl-sn-glycero-3-phosphoethanolamine, DSPE, Avanti polar lipids. Inc.) were dissolved in 500 uL CHCl3 and 500 uL DMF, 1.2 eq of fluorescein-PEG2000-NHS (creative PEG works Inc.) was added and the reaction mixture were agitated overnight, the amphiphilic fluorescein PEG amphiphiles were purified by revers...